Dataset: the Open Reaction Database (ORD), a public repository of structured organic reaction records. Task: describe an organic reaction: reactants, conditions, products, and yield Starting materials: CON(Cc1ccc(C(=O)OC(C)(C)C)cc1)C(=O)C1=C(O)C(=O)N(C)C1, ClCCl, O=C(O)C(F)(F)F. Product: CON(Cc1ccc(C(=O)O)cc1)C(=O)C1=C(O)C(=O)N(C)C1. As a reaction SMILES: [C:1]([CH3:2])([CH3:3])([CH3:4])[O:5][C:6]([c:7]1[cH:8][cH:9][c:10]([CH2:13][N:14]([O:15][CH3:16])[C:17](=[O:18])[C:19]2=[C:23]([OH:24])[C:22](=[O:25])[N:21]([CH3:26])[CH2:20]2)[cH:11][cH:12]1)=[O:27].[Cl:35][CH2:36][Cl:37].[OH:28][C:29]([C:30]([F:31])([F:32])[F:33])=[O:34]>>[O:5]=[C:6]([c:7]1[cH:8][cH:9][c:10]([CH2:13][N:14]([O:15][CH3:16])[C:17](=[O:18])[C:19]2=[C:23]([OH:24])[C:22](=[O:25])[N:21]([CH3:26])[CH2:20]2)[cH:11][cH:12]1)[OH:27]. The product is Cl, CN(C)CC(O)Cn1ncc2cc(-n3ccc(-c4ccc(C(F)(F)F)cc4)cc3=O)ccc21. The reactants are CNC, ClCCl, Cl, O=c1cc(-c2ccc(C(F)(F)F)cc2)ccn1-c1ccc2c(cnn2CC2CO2)c1, C1CCOC1. As a reaction SMILES: [CH3:31][NH:32][CH3:33].[Cl:40][CH2:41][Cl:42].[ClH:34].[O:1]1[CH:2]([CH2:4][n:5]2[n:6][cH:7][c:8]3[cH:9][c:10](-[n:14]4[c:15](=[O:30])[cH:16][c:17](-[c:20]5[cH:21][cH:22][c:23]([C:26]([F:27])([F:28])[F:29])[cH:24][cH:25]5)[cH:18][cH:19]4)[cH:11][cH:12][c:13]23)[CH2:3]1.[O:35]1[CH2:36][CH2:37][CH2:38][CH2:39]1>>[ClH:34].[OH:1][CH:2]([CH2:3][N:32]([CH3:31])[CH3:33])[CH2:4][n:5]1[n:6][cH:7][c:8]2[cH:9][c:10](-[n:14]3[c:15](=[O:30])[cH:16][c:17](-[c:20]4[cH:21][cH:22][c:23]([C:26]([F:27])([F:28])[F:29])[cH:24][cH:25]4)[cH:18][cH:19]3)[cH:11][cH:12][c:13]12. The reactants are C(C)(=O)O[BH-](OC(C)=O)OC(C)=O.[Na+] (Sodium triacetoxyborohydride), N[C@@H](CO)CC ((R)-(-)-2-amino-1-butanol), C(C1=CC=CC=C1)=O (benzaldehyde). Reaction SMILES: C(O[BH-](OC(=O)C)OC(=O)C)(=O)C.[Na+].[NH2:15][C@H:16]([CH2:19][CH3:20])[CH2:17][OH:18].[CH:21](=O)[C:22]1[CH:27]=[CH:26][CH:25]=[CH:24][CH:23]=1>ClCCl>[CH2:21]([NH:15][C@H:16]([CH2:19][CH3:20])[CH2:17][OH:18])[C:22]1[CH:27]=[CH:26][CH:25]=[CH:24][CH:23]=1 |f:0.1|. Product: C(C1=CC=CC=C1)N[C@@H](CO)CC ((R)-2-benzylamino-1-butanol). Reaction conditions: time 8 hour. Solvent: ClCCl (dichloromethane). The yield is 89.2%. Procedure details: Sodium triacetoxyborohydride (4.63 g) was added portionwisely to a mixture of (R)-(-)-2-amino-1-butanol (1.5 g) and benzaldehyde (1.79 g) in dichloromethane (50 ml) at 0° C. and the whole was stirred at room temperature overnight. The mixture was washed with sodium carbonate solution and brine, dried over sodium sulfate, and evaporated in vacuo to give (R)-2-benzylamino-1-butanol (2.69 g) [IR (Neat): 3292, 1460, 1350, 1136, 1061 cm−1]. A solution of chloroacetyl chloride (2.1 g) in tetrahydrofur... The reactants are C(C)(C)(C)OC(=O)N1CCC(CC1)CN(CCC)C1CC2=CC(=CC=C2CC1)OC (4-{[(7-methoxy-1,2,3,4-tetrahydro-naphthalen-2-yl)-propyl-amino]-methyl}-piperidine-1-carboxylic acid tert-butyl ester), FC(C(=O)O)(F)F (trifluoroacetic acid). The solvent is C(Cl)Cl (methylene chloride). Reaction conditions: time 30 minute. Yields the product COC1=CC=C2CCC(CC2=C1)N(CCC)CC1CCNCC1 ((7-methoxy-1,2,3,4-tetrahydro-naphthalen-2-yl)-piperidin-4-ylmethyl-propyl-amine). Isolated yield 112.3%. As a reaction SMILES: C(OC([N:8]1[CH2:13][CH2:12][CH:11]([CH2:14][N:15]([CH:19]2[CH2:28][CH2:27][C:26]3[C:21](=[CH:22][C:23]([O:29][CH3:30])=[CH:24][CH:25]=3)[CH2:20]2)[CH2:16][CH2:17][CH3:18])[CH2:10][CH2:9]1)=O)(C)(C)C.FC(F)(F)C(O)=O>C(Cl)Cl>[CH3:30][O:29][C:23]1[CH:22]=[C:21]2[C:26]([CH2:27][CH2:28][CH:19]([N:15]([CH2:14][CH:11]3[CH2:10][CH2:9][NH:8][CH2:13][CH2:12]3)[CH2:16][CH2:17][CH3:18])[CH2:20]2)=[CH:25][CH:24]=1. Reported procedure: To a solution of 4-{[(7-methoxy-1,2,3,4-tetrahydro-naphthalen-2-yl)-propyl-amino]-methyl}-piperidine-1-carboxylic acid tert-butyl ester (2.4 g, 4.56 mmol) in methylene chloride (30 mL) under a nitrogen atmosphere was added trifluoroacetic acid (10 mL). The reaction was stirred at room temperature for 30 min. and concentrated in vacuo. The residue was partitioned between EtOAc (50 mL) and 10% aq. KOH (50 mL). The organic layer was separated, dried over MgSO4, filtered, and concentrated to afford ... Reactants: C1OC2=C(O1)C=C(C=C2)O (Sesamol), [OH-].C(CCC)[N+](CCCC)(CCCC)CCCC (tetrabutylammonium hydroxide), FC1=CC=C(C=C1)C1C(CN(CC1)C)CCl (4-(4-fluorophenyl)-3-chloromethyl-N-methyl-piperidine). Solvent: C(C)(C)O.CO (isopropanol methanol). The product is CN1CC[C@H]([C@@H](C1)COC2=CC3=C(C=C2)OCO3)C4=CC=C(C=C4)F (N-methylparoxetine). Isolated yield 75.6%. As a reaction SMILES: [CH2:1]1[O:5][C:4]2[CH:6]=[C:7]([OH:10])[CH:8]=[CH:9][C:3]=2[O:2]1.[OH-].C([N+](CCCC)(CCCC)CCCC)CCC.[F:29][C:30]1[CH:35]=[CH:34][C:33]([CH:36]2[CH2:41][CH2:40][N:39]([CH3:42])[CH2:38][CH:37]2[CH2:43]Cl)=[CH:32][CH:31]=1>C(O)(C)C.CO>[CH3:42][N:39]1[CH2:38][C@@H:37]([CH2:43][O:10][C:7]2[CH:8]=[CH:9][C:3]3[O:2][CH2:1][O:5][C:4]=3[CH:6]=2)[C@H:36]([C:33]2[CH:32]=[CH:31][C:30]([F:29])=[CH:35][CH:34]=2)[CH2:41][CH2:40]1 |f:1.2,4.5|. Procedure details: Sesamol (4.32 g, 31.2 mmol) was added to a solution of tetrabutylammonium hydroxide in isopropanol/methanol (0.1N, 342 mL), and the solvents were evaporated under vacuum to dryness. The residual tetrabutylammonium salt of sesamol was dissolved in acetonitrile (40 mL) and 4-(4-fluorophenyl)-3-chloromethyl-N-methyl-piperidine (CIPMA) (7.5 g, 31.2 mmol) was added. The reaction mixture was stirred with heating at reflux for 4 hours. After cooling, the reaction mixture was evaporated to dryness in va... Reactants: NCc1ccc(Br)cc1, C1CCC2=NCCCN2CC1, COCCOC, Cl, CS(=O)c1nc(N)nc(-c2ccco2)c1C#N. Yields the product N#Cc1c(NCc2ccc(Br)cc2)nc(N)nc1-c1ccco1. Reaction SMILES: [Br:19][c:20]1[cH:21][cH:22][c:23]([CH2:24][NH2:25])[cH:26][cH:27]1.[CH2:28]1[CH2:29][CH2:30][C:31]2=[N:36][CH2:35][CH2:34][CH2:33][N:32]2[CH2:37][CH2:38]1.[CH3:39][O:40][CH2:41][CH2:42][O:43][CH3:44].[ClH:18].[NH2:1][c:2]1[n:3][c:4]([S:15]([CH3:16])=[O:17])[c:5]([C:13]#[N:14])[c:6](-[c:8]2[o:9][cH:10][cH:11][cH:12]2)[n:7]1>>[NH2:1][c:2]1[n:3][c:4]([NH:25][CH2:24][c:23]2[cH:22][cH:21][c:20]([Br:19])[cH:27][cH:26]2)[c:5]([C:13]#[N:14])[c:6](-[c:8]2[o:9][cH:10][cH:11][cH:12]2)[n:7]1.